Dataset: the Open Reaction Database (ORD), a public repository of structured organic reaction records. Task: describe an organic reaction: reactants, conditions, products, and yield Starting materials: CNc1ccccc1OC(F)(F)F, O=C(Cl)Oc1ccc(Oc2ccc(C(F)(F)F)cn2)cc1. Product: CN(C(=O)Oc1ccc(Oc2ccc(C(F)(F)F)cn2)cc1)c1ccccc1OC(F)(F)F. Reaction SMILES: [CH3:1][NH:2][c:3]1[c:4]([O:9][C:10]([F:11])([F:12])[F:13])[cH:5][cH:6][cH:7][cH:8]1.[Cl:14][C:15](=[O:16])[O:17][c:18]1[cH:19][cH:20][c:21]([O:24][c:25]2[n:26][cH:27][c:28]([C:31]([F:32])([F:33])[F:34])[cH:29][cH:30]2)[cH:22][cH:23]1>>[CH3:1][N:2]([c:3]1[c:4]([O:9][C:10]([F:11])([F:12])[F:13])[cH:5][cH:6][cH:7][cH:8]1)[C:15](=[O:16])[O:17][c:18]1[cH:19][cH:20][c:21]([O:24][c:25]2[n:26][cH:27][c:28]([C:31]([F:32])([F:33])[F:34])[cH:29][cH:30]2)[cH:22][cH:23]1. Reactants: I(=O)(=O)(=O)[O-].[Na+] (sodium periodate), [BH4-].C(CCC)[N+](CCCC)(CCCC)CCCC (tetra-n-butylammonium borohydride), CC1=CC=C(C=C1)S(=O)(=O)OC[C@H]1COC2=C(O1)C(=C(C=C2)OCC2=CC=CC=C2)CC=C ([(2R)-8-allyl-7-(benzyloxy)-2,3-dihydro-1,4-bezodioxin-2-yl]methyl 4-methylbenzenesulfonate), C(C)(=O)OCC (Ethyl acetate). The reagents and catalysts are [Os](=O)(=O)(=O)=O (osmium tetroxide). Solvent: O (water), O1CCCC1 (tetrahydrofuran). Run at time 30 minute. Yields the product CC1=CC=C(C=C1)S(=O)(=O)OCC1COC2=C(O1)C(=C(C=C2)OCC2=CC=CC=C2)CCO ([7-(Benzyloxy)-8-(2-hydroxyethyl)-2,3-dihydro-1,4-benzodioxin-2-yl]methyl 4-Methylbenzenesulfonate). As a reaction SMILES: [CH3:1][C:2]1[CH:7]=[CH:6][C:5]([S:8]([O:11][CH2:12][C@@H:13]2[O:18][C:17]3[C:19]([CH2:31][CH:32]=C)=[C:20]([O:23][CH2:24][C:25]4[CH:30]=[CH:29][CH:28]=[CH:27][CH:26]=4)[CH:21]=[CH:22][C:16]=3[O:15][CH2:14]2)(=[O:10])=[O:9])=[CH:4][CH:3]=1.I([O-])(=O)(=O)=[O:35].[Na+].C(OCC)(=O)C.[BH4-].C([N+](CCCC)(CCCC)CCCC)CCC>O1CCCC1.O.[Os](=O)(=O)(=O)=O>[CH3:1][C:2]1[CH:7]=[CH:6][C:5]([S:8]([O:11][CH2:12][CH:13]2[O:18][C:17]3[C:19]([CH2:31][CH2:32][OH:35])=[C:20]([O:23][CH2:24][C:25]4[CH:30]=[CH:29][CH:28]=[CH:27][CH:26]=4)[CH:21]=[CH:22][C:16]=3[O:15][CH2:14]2)(=[O:10])=[O:9])=[CH:4][CH:3]=1 |f:1.2,4.5|. Procedure: To a solution of 3.9 g (8.4 mmole) of [(2R)-8-allyl-7-(benzyloxy)-2,3-dihydro-1,4-bezodioxin-2-yl]methyl 4-methylbenzenesulfonate in 300 mL of tetrahydrofuran was added 1.8 mL (0.30 mmole) of 4% aqueous osmium tetroxide. The solution was stirred at room temperature under nitrogen for 30 minutes, then a solution of 9.0 g (40 mmole) of sodium periodate in 75 mL of water was added dropwise over a 30 10 minute period. The mixture was allowed to stir at room temperature under nitrogen for 15 hours. E... Starting materials: II (iodine), C(CCCC)C=1C(=C(C=CC1)F)F (3-Pentyl-1,2-difluorobenzene), O (water), 1a, 1b. The solvent is C(C)OCC (diethyl ether). Conditions: temperature -70 celsius. Product: C(CCCC)C1=C(C(=C(C=C1)I)F)F (4-pentyl-2,3-difluoro-iodobenzene). As a reaction SMILES: [CH2:1]([C:6]1[C:7]([F:13])=[C:8]([F:12])[CH:9]=[CH:10][CH:11]=1)[CH2:2][CH2:3][CH2:4][CH3:5].[I:14]I.O>C(OCC)C>[CH2:1]([C:6]1[CH:11]=[CH:10][C:9]([I:14])=[C:8]([F:12])[C:7]=1[F:13])[CH2:2][CH2:3][CH2:4][CH3:5]. Procedure: 3-Pentyl-1,2-difluorobenzene is metalated according to 1a) or 1b). A solution of 0.1 mol of iodine in 100 ml of diethyl ether is added slowly at -70° C. The mixture is subsequently stirred for a further hour at -70° C. and warmed to 0° C., and water is added to the solution. After washing with sodium hydrogen sulfite solution and dilute sodium hydroxide solution the mixture is worked up as customary. Starting materials: [Na] (sodium), halogen, CC1(C(NC(S1)CNC(=O)CC2=CC=CC=C2)C(=O)O)C (penilloic acid), mercuric chloride. The product is N[C@@H](C(C)(C)S)C(=O)O (penicillamine). As a reaction SMILES: [Na].[CH3:2][C:3]1([CH3:22])[S:7]C(CNC(CC2C=CC=CC=2)=O)[NH:5][CH:4]1[C:19]([OH:21])=[O:20]>>[NH2:5][C@H:4]([C:19]([OH:21])=[O:20])[C:3]([SH:7])([CH3:22])[CH3:2] |^1:0|. Reported procedure: The sodium salt of the penilloic acid is reacted with a mercuric halogenide, for example mercuric chloride, or a mercuric salt in the presence of halogen ions in aqueous solution. This results in the formation of a penicillamine-mercuric-halogenide-complex compound which is isolated by filtration and then thoroughly freed from the formed by-product penilloaldehyde and the inorganic salt by washing and suspending.